This data is from the Open Reaction Database (ORD), a public repository of structured organic reaction records. The task is: describe an organic reaction: reactants, conditions, products, and yield The solvent is C1CCOC1 (THF), O (H2O). Reactants: CC1=NN=C(S1)NC(=O)CN(C)C (AK-1), CC(C)(C)OC(=O)OC(=O)OC(C)(C)C (Boc2O), TEA. The product is CCC1=NN=C(S1)NC(=O)CN(C)C (AK-2). RXN SMILES: [CH3:1][C:2]1[S:6][C:5]([NH:7][C:8]([CH2:10][N:11]([CH3:13])[CH3:12])=[O:9])=[N:4][N:3]=1.[CH3:14]C(OC(OC(OC(C)(C)C)=O)=O)(C)C>C1COCC1.O>[CH3:14][CH2:1][C:2]1[S:6][C:5]([NH:7][C:8]([CH2:10][N:11]([CH3:12])[CH3:13])=[O:9])=[N:4][N:3]=1. Reported procedure: To a solution of AK-1 (2.00 g, 13.1 mmol) in THF (25 mL) is added Boc2O (3.45 mL, 15.0 mmol) and TEA (3.64 mL, 26.1 mmol). The reaction mixture is stirred at rt for 18 h and then diluted with H2O and extracted with EtOAc. The organic layers are concentrated to yield AK-2. Reaction conditions: time 18 hour.